From a dataset of the Open Reaction Database (ORD), a public repository of structured organic reaction records. describe an organic reaction: reactants, conditions, products, and yield The reactants are C(\C=C\CCCCCCC)(=O)O ((E)-2-decenoic acid), FC1=CC=C(C=C1)N1CCNCC1 (1-(4-fluorophenyl)piperazine). The product is C(\C=C\CCCCCCC)(=O)N1CCN(CC1)C1=CC=C(C=C1)F (1-((E)-2-Decenoyl)-4-(4-fluorophenyl)piperazine). As a reaction SMILES: [C:1]([OH:12])(=O)/[CH:2]=[CH:3]/[CH2:4][CH2:5][CH2:6][CH2:7][CH2:8][CH2:9][CH3:10].[F:13][C:14]1[CH:19]=[CH:18][C:17]([N:20]2[CH2:25][CH2:24][NH:23][CH2:22][CH2:21]2)=[CH:16][CH:15]=1>>[C:1]([N:23]1[CH2:22][CH2:21][N:20]([C:17]2[CH:16]=[CH:15][C:14]([F:13])=[CH:19][CH:18]=2)[CH2:25][CH2:24]1)(=[O:12])/[CH:2]=[CH:3]/[CH2:4][CH2:5][CH2:6][CH2:7][CH2:8][CH2:9][CH3:10]. Procedure details: The same procedures as in Example 2 were carried out using (E)-2-decenoic acid and 1-(4-fluorophenyl)piperazine as starting raw materials, to produce an intended compound.